Task: describe an organic reaction: reactants, conditions, products, and yield. Dataset: the Open Reaction Database (ORD), a public repository of structured organic reaction records Starting materials: O\N=C(/C(=O)OCC)\C(C)=O (Ethyl (Z)-2-(hydroxyimino)-3-oxobutyrate), C[C@H]1CC[C@H](CC1)O (cis-4-methylcyclohexanol). Product: C[C@@H]1CC[C@H](CC1)O\N=C(/C(=O)OCC)\C(C)=O (Ethyl (Z)-2-(trans-4-methylcyclohexyloxyimino)-3-oxobutyrate). The yield is 25.0%. As a reaction SMILES: [OH:1]/[N:2]=[C:3](/[C:9](=[O:11])[CH3:10])\[C:4]([O:6][CH2:7][CH3:8])=[O:5].[CH3:12][C@@H:13]1[CH2:18][CH2:17][C@H:16](O)[CH2:15][CH2:14]1>>[CH3:12][C@H:13]1[CH2:18][CH2:17][C@H:16]([O:1]/[N:2]=[C:3](/[C:9](=[O:11])[CH3:10])\[C:4]([O:6][CH2:7][CH3:8])=[O:5])[CH2:15][CH2:14]1. Reported procedure: Ethyl (Z)-2-(hydroxyimino)-3-oxobutyrate (3.0 g) was reacted with cis-4-methylcyclohexanol as described in Example 4a, Method 3, to give the title compound as a colourless liquid (1.2 g, 25%), νmax (film) 2950, 1745, 1695 cm-1, δH (CDCl3) 0.91 (3H, d), 1.02 (2H, m), 1.32 (3H, t), 1.41 (3H, m), 1.78 (2H, m), 2.10 (2H, m), 2.39 (3H, s), 4.20 (1H, m), 4.34 (2H, q); δC (CDCl3) 14.1, 21.7, 25.1, 31.2 (2C), 31.7, 32.9 (2C), 61.8, 85.2, 149.9, 161.5, 193.0. Reactants: C(C)(C)(C)OC(=O)N1CCN(CC1)C(=O)C=1NC2=CC=C(C=C2C1)Cl (4-(5-Chloro-1H-indole-2-carbonyl)-piperazine-1-carboxylic Acid tert-butyl ester), C(=O)(C(F)(F)F)O (TFA). Solvent: C(Cl)Cl (CH2Cl2). Conditions: time 8 hour. Product: ClC=1C=C2C=C(NC2=CC1)C(=O)N1CCNCC1 ((5-Chloro-1H-indol-2-yl)-piperazin-1-yl-methanone). The yield is 95.3%. As a reaction SMILES: C(OC([N:8]1[CH2:13][CH2:12][N:11]([C:14]([C:16]2[NH:17][C:18]3[C:23]([CH:24]=2)=[CH:22][C:21]([Cl:25])=[CH:20][CH:19]=3)=[O:15])[CH2:10][CH2:9]1)=O)(C)(C)C.C(O)(C(F)(F)F)=O>C(Cl)Cl>[Cl:25][C:21]1[CH:22]=[C:23]2[C:18](=[CH:19][CH:20]=1)[NH:17][C:16]([C:14]([N:11]1[CH2:10][CH2:9][NH:8][CH2:13][CH2:12]1)=[O:15])=[CH:24]2. Reported procedure: The product from Step A (11 g) was suspended in CH2Cl2 (75 mL), and TFA was added dropwise (75 mL). The resulting solution was stirred overnight at ambient temperature. The reaction solution was concentrated under reduced pressure, and the resulting residue was dissolved in CH2Cl2 (100 mL). Saturated aqueous NaHCO3 (100 mL) was added slowly with stirring. After 20 min the organic layer was separated, washed with water (10 mL) and then brine (30 mL), and dried over Na2SO4. The organic layer was t... The product is C(CCCCC)N(C(C(C)C)=O)C=1SC(=CC1C(=O)OCC)CC (N-n-Hexyl-N-(3-carbethoxy-5-ethyl-2-thienyl)-2-methylpropanamide). The reactants are NC=1SC(=CC1C(=O)OCC)CC (Ethyl 2-amino-5-ethyl-3-thiophenecarboxylate), C(CCCCC)I (n-hexyl iodide), C(=O)(OCC)C1=C(SC(=C1)CC)NC(C(C)C)=O (N-(3-carbethoxy-5-ethyl-2-thienyl)-2-methylpropanamide), unpurified product. Reported procedure: Ethyl 2-amino-5-ethyl-3-thiophenecarboxylate (Chemische Berichte 99, 94 (1966)) was converted into N-(3-carbethoxy-5-ethyl-2-thienyl)-2-methylpropanamide by the method described in Example 41. Alkylation of the unpurified product with n-hexyl iodide as described in Example 43 gave the title compound as a light yellow oil, b.p. 145°-147° C./0.25 mm. NMR showed that the material was the correct product. Reaction SMILES: N[C:2]1S[C:4]([CH2:12][CH3:13])=[CH:5][C:6]=1C(OCC)=O.[C:14]([C:19]1[CH:23]=[C:22]([CH2:24][CH3:25])[S:21][C:20]=1[NH:26][C:27](=[O:31])[CH:28]([CH3:30])[CH3:29])([O:16][CH2:17][CH3:18])=[O:15].C(I)CCCCC>>[CH2:13]([N:26]([C:20]1[S:21][C:22]([CH2:24][CH3:25])=[CH:23][C:19]=1[C:14]([O:16][CH2:17][CH3:18])=[O:15])[C:27](=[O:31])[CH:28]([CH3:29])[CH3:30])[CH2:12][CH2:4][CH2:5][CH2:6][CH3:2]. Reactants: CCc1n[nH]c2cc(C(=O)OC)ccc12, BrC1CCC1. Product: CCc1nn(C2CCC2)c2cc(C(=O)OC)ccc12. RXN SMILES: [CH3:1][O:2][C:3](=[O:4])[c:5]1[cH:6][cH:7][c:8]2[c:9]([CH2:14][CH3:15])[n:10][nH:11][c:12]2[cH:13]1.[CH:16]1([Br:20])[CH2:17][CH2:18][CH2:19]1>>[CH3:1][O:2][C:3](=[O:4])[c:5]1[cH:6][cH:7][c:8]2[c:9]([CH2:14][CH3:15])[n:10][n:11]([CH:16]3[CH2:17][CH2:18][CH2:19]3)[c:12]2[cH:13]1.